From a dataset of the Open Reaction Database (ORD), a public repository of structured organic reaction records. describe an organic reaction: reactants, conditions, products, and yield Reactants: CCO, CCOC(=O)CC1Cc2ccc(OCCCNC(=O)OCc3ccc([N+](=O)[O-])cc3)cc2Cc2ccccc21. Product: CCOC(=O)CC1Cc2ccc(OCCCN)cc2Cc2ccccc21. Reaction SMILES: [CH3:40][CH2:41][OH:42].[N+:1]([c:2]1[cH:3][cH:4][c:5]([CH2:6][O:7][C:8](=[O:9])[NH:12][CH2:13][CH2:14][CH2:15][O:16][c:17]2[cH:18][cH:19][c:20]3[c:21]([cH:37]2)[CH2:22][c:23]2[c:24]([cH:33][cH:34][cH:35][cH:36]2)[CH:25]([CH2:27][C:28](=[O:29])[O:30][CH2:31][CH3:32])[CH2:26]3)[cH:10][cH:11]1)([O-:38])=[O:39]>>[NH2:12][CH2:13][CH2:14][CH2:15][O:16][c:17]1[cH:18][cH:19][c:20]2[c:21]([cH:37]1)[CH2:22][c:23]1[c:24]([cH:33][cH:34][cH:35][cH:36]1)[CH:25]([CH2:27][C:28](=[O:29])[O:30][CH2:31][CH3:32])[CH2:26]2.